From a dataset of the Open Reaction Database (ORD), a public repository of structured organic reaction records. describe an organic reaction: reactants, conditions, products, and yield Reactants: COc1ccc(Br)cc1NC(=O)C(F)(F)F, C1CCOC1, C#C[Si](C)(C)C, [Cu]I, Cl[Pd]Cl, c1ccc(P(c2ccccc2)c2ccccc2)cc1, c1ccc(P(c2ccccc2)c2ccccc2)cc1. The product is COc1ccc(C#C[Si](C)(C)C)cc1NC(=O)C(F)(F)F. As a reaction SMILES: [Br:1][c:2]1[cH:3][cH:4][c:5]([O:15][CH3:16])[c:6]([NH:8][C:9]([C:10]([F:11])([F:12])[F:13])=[O:14])[cH:7]1.[CH2:66]1[O:67][CH2:68][CH2:69][CH2:70]1.[CH3:17][Si:18]([CH3:19])([CH3:20])[C:21]#[CH:22].[Cu:64][I:65].[Pd:23]([Cl:24])[Cl:25].[c:26]1([P:27]([c:28]2[cH:29][cH:30][cH:31][cH:32][cH:33]2)[c:34]2[cH:35][cH:36][cH:37][cH:38][cH:39]2)[cH:40][cH:41][cH:42][cH:43][cH:44]1.[c:45]1([P:46]([c:47]2[cH:48][cH:49][cH:50][cH:51][cH:52]2)[c:53]2[cH:54][cH:55][cH:56][cH:57][cH:58]2)[cH:59][cH:60][cH:61][cH:62][cH:63]1>>[c:2]1([C:22]#[C:21][Si:18]([CH3:17])([CH3:19])[CH3:20])[cH:3][cH:4][c:5]([O:15][CH3:16])[c:6]([NH:8][C:9]([C:10]([F:11])([F:12])[F:13])=[O:14])[cH:7]1. Starting materials: C(C)(C)(C)C(=O)C1=C(C(S([C@H]2N1C([C@@H]2OC)=S)(=O)=O)C2=NN=NN2C)C (4-tert-butylcarbonyl-7α-methoxy-3-methyl-2-(1-methyl-1,2,3,4-tetrazol-5-yl)thio-3-cephem 1,1-dioxide), C(C=C)Br (allyl bromide). Run in C(C)N(CC)CC (triethylamine). Run at time 2 hour. Yields the product C(C=C)C1(S([C@H]2N(C(=C1C)C(=O)C(C)(C)C)C([C@@H]2OC)=S)(=O)=O)C2=NN=NN2C (2-Allyl-4-tert-butylcarbonyl-7α-methoxy-3-methyl-2-(1-methyl-1,2,3,4-tetrazol-5-yl)thio-3-cephem 1,1-dioxide). RXN SMILES: [C:1]([C:5]([C:7]1[N:12]2[C:13](=[S:17])[C@H:14]([O:15][CH3:16])[C@H:11]2[S:10](=[O:19])(=[O:18])[CH:9]([C:20]2[N:24]([CH3:25])[N:23]=[N:22][N:21]=2)[C:8]=1[CH3:26])=[O:6])([CH3:4])([CH3:3])[CH3:2].[CH2:27](Br)[CH:28]=[CH2:29]>C(N(CC)CC)C>[CH2:29]([C:9]1([C:20]2[N:24]([CH3:25])[N:23]=[N:22][N:21]=2)[C:8]([CH3:26])=[C:7]([C:5]([C:1]([CH3:4])([CH3:2])[CH3:3])=[O:6])[N:12]2[C:13](=[S:17])[C@H:14]([O:15][CH3:16])[C@H:11]2[S:10]1(=[O:19])=[O:18])[CH:28]=[CH2:27]. Procedure details: A solution of 4-tert-butylcarbonyl-7α-methoxy-3-methyl-2-(1-methyl-1,2,3,4-tetrazol-5-yl)thio-3-cephem 1,1-dioxide (100 mg) and allyl bromide (0.061 ml) was treated, at room temperature, with triethylamine (0.037 ml). After 2 hrs the reaction was over (TLC monitoring). Dilution with dichloromethane, washing with brine, drying over Na2SO4 and removal of the solvent left a residue which afforded the title compound as a white solide (60 mg) after flash chromatography.